describe an organic reaction: reactants, conditions, products, and yield From a dataset of the Open Reaction Database (ORD), a public repository of structured organic reaction records. The reactants are C(#N)CC(=O)OC (methyl cyanoacetate), CC1(OCC(O1)CO)C (solketal). Reagents/catalysts: CN(C)C=1C=CN=CC1 (DMAP). Conditions: time 30 hour. The product is C(#N)CC(=O)OCC1OC(OC1)(C)C ((2,2-dimethyl-1,3-dioxolan-4-yl)methyl cyanoacetate). Isolated yield 23.0%. Reaction SMILES: [C:1]([CH2:3][C:4]([O:6][CH3:7])=[O:5])#[N:2].[CH3:8][C:9]1([CH3:16])[O:13][CH:12](CO)[CH2:11][O:10]1>CN(C1C=CN=CC=1)C>[C:1]([CH2:3][C:4]([O:6][CH2:7][CH:11]1[CH2:12][O:13][C:9]([CH3:16])([CH3:8])[O:10]1)=[O:5])#[N:2]. Procedure details: A mixture of methyl cyanoacetate (1.3 ml, 15×10−3 mol), of solketal (1.25 ml, 10×10−3 mol) and of DMAP (2.7 mg, 0.03 equiv.) is heated at reflux with stirring for 30 hours in a reactor rendered inert with nitrogen. After cooling, the solvent is evaporated under vacuum and the brown oil obtained is chromatographed on a silica column (gradient of eluents: heptane/EtOAc from 90:10 to 80:20). 423 mg (yield: 23%) of the pure fractions of (2,2-dimethyl-1,3-dioxolan-4-yl)methyl cyanoacetate are thus ob...